From a dataset of the Open Reaction Database (ORD), a public repository of structured organic reaction records. describe an organic reaction: reactants, conditions, products, and yield As a reaction SMILES: [Br:8][c:9]1[c:10]([OH:15])[cH:11][cH:12][cH:13][cH:14]1.[Cl:16][CH2:17][Cl:18].[Pb:1]([S:2][C:3]#[N:4])[S:5][C:6]#[N:7]>>[S:2]([C:3]#[N:4])[c:13]1[cH:12][cH:11][c:10]([OH:15])[c:9]([Br:8])[cH:14]1. The product is N#CSc1ccc(O)c(Br)c1. The reactants are Oc1ccccc1Br, ClCCl, N#CS[Pb]SC#N. Starting materials: C(C(C)C)OC=1C(N(C=CC1C(=O)OCC)CC(C)C)=O (ethyl 3-isobutoxy-1-isobutyl-2-oxo-1,2-dihydropyridine-4-carboxylate), C(C(C)C)OC=1C(N(C=CC1C(=O)OCC)CC(C)C)=O (ethyl 3-isobutoxy-1-isobutyl-2-oxo-1,2-dihydropyridine-4-carboxylate), S(=O)(Cl)Cl (thionyl chloride). Reaction conditions: temperature 80 celsius, time 3 hour. Yields the product C(C(C)C)OC=1C(N(C=CC1C(=O)Cl)CC(C)C)=O (3-isobutoxy-1-isobutyl-2-oxo-1,2-dihydropyridine-4-carbonyl chloride). Yield: 93.0%. Reaction SMILES: [CH2:1]([O:5][C:6]1[C:7](=[O:21])[N:8]([CH2:17][CH:18]([CH3:20])[CH3:19])[CH:9]=[CH:10][C:11]=1[C:12](OCC)=[O:13])[CH:2]([CH3:4])[CH3:3].S(Cl)([Cl:24])=O>>[CH2:1]([O:5][C:6]1[C:7](=[O:21])[N:8]([CH2:17][CH:18]([CH3:20])[CH3:19])[CH:9]=[CH:10][C:11]=1[C:12]([Cl:24])=[O:13])[CH:2]([CH3:4])[CH3:3]. Procedure: To a solution of ethyl 3-isobutoxy-1-isobutyl-2-oxo-1,2-dihydropyridine-4-carboxylate (Intermediate 8) (100 mg, 0.339 mmol) was added thionyl chloride (24.71 μL, 0.3390 mmol). The reaction mixture was stirred at 80° C. for 3 h. The solvent was evaporated under reduced pressure to give Example 52A which was used without further purification (90 mg, 0.315 mmol, 93% yield). LCMS RT=1.89 min [M+MeO+1]=282 {(MeOH/H2O/TFA) Phenom. Luna C18; 50×4.6 mm; 4 min Grad}. Reactants: CCOC(=O)CC1CCc2cc(OCCCOc3ccc(C#N)cc3OC)ccc21, CCNCC, CN(C)C=O, S. Reaction SMILES: [C:1](#[N:2])[c:3]1[cH:4][c:5]([O:29][CH3:30])[c:6]([O:7][CH2:8][CH2:9][CH2:10][O:11][c:12]2[cH:13][c:14]3[c:18]([cH:19][cH:20]2)[CH:17]([CH2:21][C:22](=[O:23])[O:24][CH2:25][CH3:26])[CH2:16][CH2:15]3)[cH:27][cH:28]1.[CH2:32]([NH:33][CH2:34][CH3:35])[CH3:36].[O:37]=[CH:38][N:39]([CH3:40])[CH3:41].[SH2:31]>>[C:1]([NH2:2])([c:3]1[cH:4][c:5]([O:29][CH3:30])[c:6]([O:7][CH2:8][CH2:9][CH2:10][O:11][c:12]2[cH:13][c:14]3[c:18]([cH:19][cH:20]2)[CH:17]([CH2:21][C:22](=[O:23])[O:24][CH2:25][CH3:26])[CH2:16][CH2:15]3)[cH:27][cH:28]1)=[S:31]. Product: CCOC(=O)CC1CCc2cc(OCCCOc3ccc(C(N)=S)cc3OC)ccc21. The reactants are CCO, N#Cc1cc(F)ccc1-c1cccc([N+](=O)[O-])c1, C1CCOC1, Cl[Sn]Cl. Product: N#Cc1cc(F)ccc1-c1cccc(N)c1. Reaction SMILES: [CH3:22][CH2:23][OH:24].[F:1][c:2]1[cH:3][c:4]([C:17]#[N:18])[c:5](-[c:8]2[cH:9][c:10]([N+:14]([O-:15])=[O:16])[cH:11][cH:12][cH:13]2)[cH:6][cH:7]1.[O:25]1[CH2:26][CH2:27][CH2:28][CH2:29]1.[Sn:19]([Cl:20])[Cl:21]>>[F:1][c:2]1[cH:3][c:4]([C:17]#[N:18])[c:5](-[c:8]2[cH:9][c:10]([NH2:14])[cH:11][cH:12][cH:13]2)[cH:6][cH:7]1. Starting materials: C1CC(=O)N(C1=O)Br (NBS), OCC(C(N)=S)(C)C (3-hydroxy-2,2-dimethylpropanethioamide), Intermediate 9, ClC1=NC=CC(=N1)CC(=O)C=1C(=C(C=CC1)NS(=O)(=O)C1=C(C=CC=C1F)F)F (N-{3-[(2-chloro-4-pyrimidinyl)acetyl]-2-fluorophenyl}-2,6-difluorobenzenesulfonamide). Product: ClC1=NC=CC(=N1)C1=C(N=C(S1)C(CO)(C)C)C=1C(=C(C=CC1)NS(=O)(=O)C1=C(C=CC=C1F)F)F (N-{3-[5-(2-chloro-4-pyrimidinyl)-2-(2-hydroxy-1,1-dimethylethyl)-1,3-thiazol-4-yl]-2-fluorophenyl}-2,6-difluorobenzenesulfonamide), foam. Isolated yield 45.0%. As a reaction SMILES: [Cl:1][C:2]1[N:7]=[C:6]([CH2:8][C:9]([C:11]2[C:12]([F:29])=[C:13]([NH:17][S:18]([C:21]3[C:26]([F:27])=[CH:25][CH:24]=[CH:23][C:22]=3[F:28])(=[O:20])=[O:19])[CH:14]=[CH:15][CH:16]=2)=O)[CH:5]=[CH:4][N:3]=1.C1C(=O)N(Br)C(=O)C1.[OH:38][CH2:39][C:40]([CH3:45])([CH3:44])[C:41](=[S:43])[NH2:42]>>[Cl:1][C:2]1[N:7]=[C:6]([C:8]2[S:43][C:41]([C:40]([CH3:45])([CH3:44])[CH2:39][OH:38])=[N:42][C:9]=2[C:11]2[C:12]([F:29])=[C:13]([NH:17][S:18]([C:21]3[C:26]([F:27])=[CH:25][CH:24]=[CH:23][C:22]=3[F:28])(=[O:20])=[O:19])[CH:14]=[CH:15][CH:16]=2)[CH:5]=[CH:4][N:3]=1. Procedure details: Following a procedure analogous to the procedure described for Intermediate 9 using N-{3-[(2-chloro-4-pyrimidinyl)acetyl]-2-fluorophenyl}-2,6-difluorobenzenesulfonamide (750 mg, 1.7 mmol), NBS (317 mg, 1.782 mmol), and 3-hydroxy-2,2-dimethylpropanethioamide (248 mg, 1.86 mmol), the title compound was obtained as an yellow foam (460 mg, 45%). A portion of the sample was crystallized from ethyl acetate hexanes. 1H NMR (400 MHz, DMSO-d6) δ ppm 10.92 (s, 1H) 8.54 (d, J=5.31 Hz, 1H) 7.64-7.74 (m, 1H)... The reactants are FC1=C2CCC(C2=C(C=C1)O)=O (4-Fluoro-7-hydroxy-1-indanone), [H][H] (hydrogen). The reagents and catalysts are [Pd] (palladium-on-carbon). Run in C(C)(=O)O (acetic acid). Yields the product FC1=CC=C(C=2CCCC12)O (7-fluoro-4-indanol). Yield: 85.5%. As a reaction SMILES: [F:1][C:2]1[CH:10]=[CH:9][C:8]([OH:11])=[C:7]2[C:3]=1[CH2:4][CH2:5][C:6]2=O.[H][H]>C(O)(=O)C.[Pd]>[F:1][C:2]1[C:3]2[CH2:4][CH2:5][CH2:6][C:7]=2[C:8]([OH:11])=[CH:9][CH:10]=1. Procedure: 4-Fluoro-7-hydroxy-1-indanone (1.0 g) was dissolved in acetic acid (15 ml) and the solution was stirred with 10% palladium-on-carbon (0.5 g) in a hydrogen atmosphere at atmospheric pressure for 12 hours. The catalyst used was removed by filtration using Celite, and the filtrate was concentrated to give 7-fluoro-4-indanol (0.783 g). The reactants are O=C([O-])[O-], COCC(C)Oc1cc(O)cc(-c2ccc(C3=NC(C)C(C)O3)[nH]2)c1, CC#N, CS(=O)(=O)c1cnc(Cl)cn1, [Cs+], [Cs+], O. Product: COCC(C)Oc1cc(Oc2cnc(S(C)(=O)=O)cn2)cc(-c2ccc(C3=NC(C)C(C)O3)[nH]2)c1. Reaction SMILES: [C:37](=[O:38])([O-:39])[O-:40].[CH3:1][CH:2]1[N:3]=[C:4]([c:8]2[cH:9][cH:10][c:11](-[c:13]3[cH:14][c:15]([OH:25])[cH:16][c:17]([O:19][CH:20]([CH2:21][O:22][CH3:23])[CH3:24])[cH:18]3)[nH:12]2)[O:5][CH:6]1[CH3:7].[CH3:44][C:45]#[N:46].[Cl:26][c:27]1[n:28][cH:29][c:30]([S:33](=[O:34])(=[O:35])[CH3:36])[n:31][cH:32]1.[Cs+:41].[Cs+:42].[OH2:43]>>[CH3:1][CH:2]1[N:3]=[C:4]([c:8]2[cH:9][cH:10][c:11](-[c:13]3[cH:14][c:15]([O:25][c:27]4[n:28][cH:29][c:30]([S:33](=[O:34])(=[O:35])[CH3:36])[n:31][cH:32]4)[cH:16][c:17]([O:19][CH:20]([CH2:21][O:22][CH3:23])[CH3:24])[cH:18]3)[nH:12]2)[O:5][CH:6]1[CH3:7]. Reactants: COC(=O)C=1C=NC(=NC1)OC1=CC=CC=C1 (2-phenoxy-pyrimidine-5-carboxylic acid methyl ester), [Li+].[OH-] (LiOH). Run in C1CCOC1 (THF), O (water). Conditions: temperature 0 celsius, time 1 hour. The product is O(C1=CC=CC=C1)C1=NC=C(C=N1)C(=O)O (2-phenoxy-pyrimidine-5-carboxylic acid). Isolated yield 72.5%. As a reaction SMILES: C[O:2][C:3]([C:5]1[CH:6]=[N:7][C:8]([O:11][C:12]2[CH:17]=[CH:16][CH:15]=[CH:14][CH:13]=2)=[N:9][CH:10]=1)=[O:4].[Li+].[OH-]>C1COCC1.O>[O:11]([C:8]1[N:7]=[CH:6][C:5]([C:3]([OH:4])=[O:2])=[CH:10][N:9]=1)[C:12]1[CH:13]=[CH:14][CH:15]=[CH:16][CH:17]=1 |f:1.2|. Procedure: To a solution of 2-phenoxy-pyrimidine-5-carboxylic acid methyl ester (0.5 g, 2.17 mmol) in THF (10 mL) and water (5 mL) is added LiOH (105 mg, 4.35 mmol). The reaction is stirred at 0° C. for 1 h. The THF is evaporated and the aqueous reissue is washed with ether, acidified with 2 M aqueous HCl. The resulting precipitate is filtered and dried to afford 2-phenoxy-pyrimidine-5-carboxylic acid (0.34 g, 73%) as a solid. MS: 217 (M+H); 1H NMR (300 MHz, CDCl3): δ 7.20-7.35 (m, 3H), 7.47 (t, 2H) 9.16 (... Reactants: NC[C@@H]1CN([C@@H](CO1)C)C1=NC(=NC(=C1)Cl)N (4-[(2R,5R)-2-(aminomethyl)-5-methyl-4-morpholinyl]-6-chloro-2-pyrimidinamine), C(#N)C1=C(C=C(C=C1)B(O)O)F ((4-cyano-3-fluorophenyl)boronic acid). Reagents/catalysts: C=1C=CC(=CC1)[P](C=2C=CC=CC2)(C=3C=CC=CC3)[Pd]([P](C=4C=CC=CC4)(C=5C=CC=CC5)C=6C=CC=CC6)([P](C=7C=CC=CC7)(C=8C=CC=CC8)C=9C=CC=CC9)[P](C=1C=CC=CC1)(C=1C=CC=CC1)C=1C=CC=CC1 (Pd(PPh3)4). Solvent: O1CCOCC1 (1,4-dioxane), C(=O)(O)[O-].[Na+] (NaHCO3). Yields the product NC1=NC(=CC(=N1)C1=CC(=C(C#N)C=C1)F)N1C[C@H](OC[C@H]1C)CN (4-{2-Amino-6-[(2R,5R)-2-(aminomethyl)-5-methyl-4-morpholinyl]-4-pyrimidinyl}-2-fluorobenzonitrile). The yield is 59.7%. Reaction SMILES: [NH2:1][CH2:2][C@H:3]1[O:8][CH2:7][C@@H:6]([CH3:9])[N:5]([C:10]2[CH:15]=[C:14](Cl)[N:13]=[C:12]([NH2:17])[N:11]=2)[CH2:4]1.[C:18]([C:20]1[CH:25]=[CH:24][C:23](B(O)O)=[CH:22][C:21]=1[F:29])#[N:19]>O1CCOCC1.C([O-])(O)=O.[Na+].C1C=CC([P]([Pd]([P](C2C=CC=CC=2)(C2C=CC=CC=2)C2C=CC=CC=2)([P](C2C=CC=CC=2)(C2C=CC=CC=2)C2C=CC=CC=2)[P](C2C=CC=CC=2)(C2C=CC=CC=2)C2C=CC=CC=2)(C2C=CC=CC=2)C2C=CC=CC=2)=CC=1>[NH2:17][C:12]1[N:13]=[C:14]([C:23]2[CH:24]=[CH:25][C:20]([C:18]#[N:19])=[C:21]([F:29])[CH:22]=2)[CH:15]=[C:10]([N:5]2[C@H:6]([CH3:9])[CH2:7][O:8][C@H:3]([CH2:2][NH2:1])[CH2:4]2)[N:11]=1 |f:3.4,^1:44,46,65,84|. Reported procedure: A mixture of 4-[(2R,5R)-2-(aminomethyl)-5-methyl-4-morpholinyl]-6-chloro-2-pyrimidinamine (0.809 g, 3.14 mmol) and (4-cyano-3-fluorophenyl)boronic acid (1.038 g, 6.29 mmol) in 1,4-dioxane (30 mL) and saturated aqueous NaHCO3 (10 mL) was degassed with nitrogen for 10 minutes. Pd(PPh3)4 (0.185 g, 0.16 mmol) was then added and the mixture was stirred at reflux under nitrogen for 16 hours. The mixture was then cooled and slowly quenched with 1 M HCl (75 mL), then washed with EtOAc (2×75 mL). The aqu... Starting materials: O=c1[nH]cc2c(c1-c1ccc(Cl)cc1)Nc1cc(Br)ccc1S2, C=O, CN(C)C=O, [Na+], [OH-]. Reaction SMILES: [Br:1][c:2]1[cH:3][cH:4][c:5]2[c:6]([cH:23]1)[NH:7][c:8]1[c:9]([cH:11][nH:12][c:13](=[O:22])[c:14]1-[c:15]1[cH:16][cH:17][c:18]([Cl:21])[cH:19][cH:20]1)[S:10]2.[CH2:26]=[O:27].[CH3:28][N:29]([CH3:30])[CH:31]=[O:32].[Na+:25].[OH-:24]>>[Br:1][c:2]1[cH:3][cH:4][c:5]2[c:6]([cH:23]1)[NH:7][c:8]1[c:9]([cH:11][n:12]([CH2:26][OH:24])[c:13](=[O:22])[c:14]1-[c:15]1[cH:16][cH:17][c:18]([Cl:21])[cH:19][cH:20]1)[S:10]2. The product is O=c1c(-c2ccc(Cl)cc2)c2c(cn1CO)Sc1ccc(Br)cc1N2.